This data is from the Open Reaction Database (ORD), a public repository of structured organic reaction records. The task is: describe an organic reaction: reactants, conditions, products, and yield Reactants: CNC(=O)C1CCN(CC1)CC(=O)O (2-(4-(methylcarbamoyl)piperidin-1-yl)acetic acid), NCC(=O)N(C)C1=C(C(=C(C=C1)Cl)COC1=CC=CC=2N(C(=NC21)OC)CC2=NC=CC=C2)Cl (2-amino-N-(2,4-dichloro-3-(((2-methoxy-1-(pyridin-2-ylmethyl)-1H-benzo[d]imidazol-4-yl)oxy)methyl)phenyl)-N-methylacetamide), ClC1=C(C=CC(=C1COC1=CC=CC=2N(C(=NC21)OC)CC2=NC=CC=C2)Cl)N(C(CNC(CCC2=CC=C(C(=O)NCCOC)C=C2)=O)=O)C (4-(3-((2-((2,4-dichloro-3-(((2-methoxy-1-(pyridin-2-ylmethyl)-1H-benzo[d]imidazol-4-yl)oxy)methyl)phenyl)(methyl)amino)-2-oxoethyl)amino)-3-oxopropyl)-N-(2-methoxyethyl)benzamide). The product is ClC1=C(C=CC(=C1COC1=CC=CC=2N(C(=NC21)OC)CC2=NC=CC=C2)Cl)N(C(CNC(CN2CCC(CC2)C(=O)NC)=O)=O)C (1-(2-((2-((2,4-dichloro-3-(((2-methoxy-1-(pyridin-2-ylmethyl)-1H-benzo[d]imidazol-4-yl)oxy)methyl)phenyl)(methyl)amino)-2-oxoethyl)amino)-2-oxoethyl)-N-methylpiperidine-4-carboxamide). Reaction SMILES: [CH3:1][NH:2][C:3]([CH:5]1[CH2:10][CH2:9][N:8]([CH2:11][C:12]([OH:14])=O)[CH2:7][CH2:6]1)=[O:4].[NH2:15][CH2:16][C:17]([N:19]([C:21]1[CH:26]=[CH:25][C:24]([Cl:27])=[C:23]([CH2:28][O:29][C:30]2[C:38]3[N:37]=[C:36]([O:39][CH3:40])[N:35]([CH2:41][C:42]4[CH:47]=[CH:46][CH:45]=[CH:44][N:43]=4)[C:34]=3[CH:33]=[CH:32][CH:31]=2)[C:22]=1[Cl:48])[CH3:20])=[O:18].ClC1C(COC2C3N=C(OC)N(CC4C=CC=CN=4)C=3C=CC=2)=C(Cl)C=CC=1N(C)C(=O)CNC(=O)CCC1C=CC(C(NCCOC)=O)=CC=1>>[Cl:48][C:22]1[C:23]([CH2:28][O:29][C:30]2[C:38]3[N:37]=[C:36]([O:39][CH3:40])[N:35]([CH2:41][C:42]4[CH:47]=[CH:46][CH:45]=[CH:44][N:43]=4)[C:34]=3[CH:33]=[CH:32][CH:31]=2)=[C:24]([Cl:27])[CH:25]=[CH:26][C:21]=1[N:19]([CH3:20])[C:17](=[O:18])[CH2:16][NH:15][C:12](=[O:14])[CH2:11][N:8]1[CH2:7][CH2:6][CH:5]([C:3]([NH:2][CH3:1])=[O:4])[CH2:10][CH2:9]1. Procedure details: 2-(4-(methylcarbamoyl)piperidin-1-yl)acetic acid and 2-amino-N-(2,4-dichloro-3-(((2-methoxy-1-(pyridin-2-ylmethyl)-1H-benzo[d]imidazol-4-yl)oxy)methyl)phenyl)-N-methylacetamide were combined as described for compound 1 to give 13. LCMS (+ESI) 682 (M+). 1H-NMR (CDCl3, δ): 8.58 (m, 1H), 7.88 (bt, 1H), 7.58 (t, 1H), 7.47 (d, J=8.4 Hz, 1H), 7.31 (d, J=8.4 Hz, 1H), 7.19 (m, 1H), 7.03 (t, J=8.0 Hz, 1H), 6.92 (d, J=8.0 Hz, 1H), 6.83 (d, J=8.0 Hz, 1H), 6.81 (d, J=8.0 Hz, 1H), 5.67 (s, 2H), 5.28 (s, 2H),... Run in Br (HBr), CC(=O)O (HOAc). RXN SMILES: [C:1]([C:4]1[CH:5]=[C:6]([NH:10][C:11](=[O:16])[C:12]([CH3:15])([CH3:14])[CH3:13])[CH:7]=[CH:8][CH:9]=1)(=[O:3])[CH3:2].[Br-:17].[Br-].[Br-].[NH+]1C=CC=CC=1.[NH+]1C=CC=CC=1.[NH+]1C=CC=CC=1>Br.CC(O)=O>[Br:17][CH2:2][C:1]([C:4]1[CH:5]=[C:6]([NH:10][C:11](=[O:16])[C:12]([CH3:15])([CH3:14])[CH3:13])[CH:7]=[CH:8][CH:9]=1)=[O:3] |f:1.2.3.4.5.6|. Procedure: To a stirred solution of N-(3acetylphenyl)pivalamide 8z (0.30 g, 1.37 mmol) in 33% HBr in HOAc (5 mL) was added pyridinium tribromide (0.48 g, 1.51 mmol) and the mixture was stirred at room temperature for 24 h then poured into ice-cold water. The organic layer was extracted with DCM, washed with sat. aq. NaHCO3 and brine, dried over anhydrous MgSO4, and filtered. Evaporation of the solvent afforded 9z (0.32 g, 78%) which was used in the next step without further purification. 1H NMR (600 MHz, C... Yields the product BrCC(=O)C=1C=C(C=CC1)NC(C(C)(C)C)=O (N-(3-(2-Bromoacetyl)phenyl)pivalamide). Isolated yield 78.3%. Run at time 24 hour. Starting materials: C(C)(=O)C=1C=C(C=CC1)NC(C(C)(C)C)=O (N-(3-Acetylphenyl)pivalamide), [Br-].[Br-].[Br-].[NH+]1=CC=CC=C1.[NH+]1=CC=CC=C1.[NH+]1=CC=CC=C1 (pyridinium tribromide). The reactants are BrC1=CC(=CC=C1)I (1-Bromo-3-iodobenzene), C(CCC)[Sn](C=1OC=CC1)(CCCC)CCCC (tributyl(furan-2-yl)tin), C1(=C(C=CC=C1)P(C1=C(C=CC=C1)C)C1=C(C=CC=C1)C)C (tri(o-tolyl)phosphine). The reagents and catalysts are C=1C=CC(=CC1)/C=C/C(=O)/C=C/C2=CC=CC=C2.C=1C=CC(=CC1)/C=C/C(=O)/C=C/C2=CC=CC=C2.C=1C=CC(=CC1)/C=C/C(=O)/C=C/C2=CC=CC=C2.[Pd].[Pd] (tris(dibenzylideneacetone)dipalladium(0)). Run in O1CCOCC1 (dioxane). Run at temperature 45 celsius, time 19 hour. The product is BrC=1C=C(C=CC1)C=1OC=CC1 (2-(3-bromophenyl)furan). RXN SMILES: [Br:1][C:2]1[CH:7]=[CH:6][CH:5]=[C:4](I)[CH:3]=1.C([Sn](CCCC)(CCCC)[C:14]1[O:15][CH:16]=[CH:17][CH:18]=1)CCC.C1(C)C=CC=CC=1P(C1C=CC=CC=1C)C1C=CC=CC=1C>O1CCOCC1.C1C=CC(/C=C/C(/C=C/C2C=CC=CC=2)=O)=CC=1.C1C=CC(/C=C/C(/C=C/C2C=CC=CC=2)=O)=CC=1.C1C=CC(/C=C/C(/C=C/C2C=CC=CC=2)=O)=CC=1.[Pd].[Pd]>[Br:1][C:2]1[CH:3]=[C:4]([C:14]2[O:15][CH:16]=[CH:17][CH:18]=2)[CH:5]=[CH:6][CH:7]=1 |f:4.5.6.7.8|. Reported procedure: 1-Bromo-3-iodobenzene (3.0 g), tris(dibenzylideneacetone)dipalladium(0) (1.22 g), tributyl(furan-2-yl)tin (3.34 ml), and tri(o-tolyl)phosphine (807 mg) were dissolved in dioxane (30 ml), and the solution was stirred at room temperature for 20 hours, at 35° C. for 6 hours, at 45° C. for 19 hours, and at 55° C. for 5 hours and 30 minutes. The reaction mixture was filtered through Celite, the filtrate was concentrated under reduced pressure, and the resulting residue was purified by silica gel colu... Starting materials: FC1=CC=C(C=N1)O (6-fluoro-pyridin-3-ol), [H-].[Na+] (sodium hydride), COCCl (chloromethyl methyl ether). The solvent is C(C)(=O)OCC (ethyl acetate), O (water), CN(C=O)C (dimethylformamide). Reaction conditions: time 1 hour. Yields the product FC1=NC=C(C=C1)OCOC (2-Fluoro-5-methoxymethoxy-pyridine). The yield is 109.5%. RXN SMILES: [F:1][C:2]1[N:7]=[CH:6][C:5]([OH:8])=[CH:4][CH:3]=1.[H-].[Na+].[CH3:11][O:12][CH2:13]Cl>CN(C)C=O.C(OCC)(=O)C.O>[F:1][C:2]1[CH:3]=[CH:4][C:5]([O:8][CH2:11][O:12][CH3:13])=[CH:6][N:7]=1 |f:1.2|. Procedure details: Add 6-fluoro-pyridin-3-ol (3.5 g, 30.95 mmol) to a suspension of sodium hydride (1.49 g, 37.14 mmol) in dimethylformamide (20 mL). Stir the mixture for 1 hour. Add chloromethyl methyl ether (2 g, 25.0 mmol). Stir the mixture at room temperature overnight. Dilute the mixture with ethyl acetate and water. Wash the organic layer with water and saturated aqueous sodium chloride. Dry the mixture over sodium sulfate. Concentrate the solution in vacuo to brown oil. Purify by column chromatography (10% ... The reactants are CS(=O)(=O)OC[C@@H]1CC[C@H](CC1)NC1=NC=C(C(=C1)C1=NC(=CC=C1)NCC1=CC(=CC=C1)F)Cl ((trans-4-(5′-chloro-6-(3-fluorobenzylamino)-2,4′-bipyridin-2′-yl-amino)cyclohexyl)methyl methanesulfonate), CN (methyl amine). Solvent: CO (MeOH), CO (MeOH). Run at temperature 70 celsius. The product is ClC=1C(=CC(=NC1)N[C@@H]1CC[C@H](CC1)CNC)C1=NC(=CC=C1)NCC1=CC(=CC=C1)F (5′-chloro-N6-(3-fluorobenzyl)-N2′-(trans-4-((methylamino) methyl)cyclohexyl)-2,4′-bipyridine-2′,6-diamine). Yield: 65.3%. RXN SMILES: CS(O[CH2:6][C@H:7]1[CH2:12][CH2:11][C@H:10]([NH:13][C:14]2[CH:19]=[C:18]([C:20]3[CH:25]=[CH:24][CH:23]=[C:22]([NH:26][CH2:27][C:28]4[CH:33]=[CH:32][CH:31]=[C:30]([F:34])[CH:29]=4)[N:21]=3)[C:17]([Cl:35])=[CH:16][N:15]=2)[CH2:9][CH2:8]1)(=O)=O.[CH3:36][NH2:37]>CO>[Cl:35][C:17]1[C:18]([C:20]2[CH:25]=[CH:24][CH:23]=[C:22]([NH:26][CH2:27][C:28]3[CH:33]=[CH:32][CH:31]=[C:30]([F:34])[CH:29]=3)[N:21]=2)=[CH:19][C:14]([NH:13][C@H:10]2[CH2:11][CH2:12][C@H:7]([CH2:6][NH:37][CH3:36])[CH2:8][CH2:9]2)=[N:15][CH:16]=1. Procedure: To a scintillation vial containing (trans-4-(5′-chloro-6-(3-fluorobenzylamino)-2,4′-bipyridin-2′-yl-amino)cyclohexyl)methyl methanesulfonate (15 mg, 0.029 mmol) was added MeOH (1 ml) and a solution of methyl amine (0.14 ml, 0.289 mmol) in MeOH. The reaction mixture was capped and heated to 70° C. in a oil bath for 16 hr. The resulting solution was concentrated and purified by reverse phase preparative HPLC to yield 5′-chloro-N6-(3-fluorobenzyl)-N2′-(trans-4-((methylamino) methyl)cyclohexyl)-2,4′... The reactants are BrC1=CN=C(N1)[C@H]1N(CCC1)C(=O)OC(C)(C)C ((S)-tert-butyl 2-(5-bromo-1H-imidazol-2-yl)pyrrolidine-1-carboxylate), C([O-])([O-])=O.[K+].[K+] (potassium carbonate), BrC=1C=CC2=C(COC3=C4C(=CC=C23)C=C(C=C4)C4=CN=C(N4)[C@H]4N(CCC4)C([C@H](C(C)C)NC(OC)=O)=O)C1 (methyl (S)-1-((S)-2-(5-(8-bromo-6H-dibenzo[c,h]chromen-2-yl)-1H-imidazol-2-yl)pyrrolidin-1-yl)-3-methyl-1-oxobutan-2-ylcarbamate), B1(OC(C(O1)(C)C)(C)C)B2OC(C(O2)(C)C)(C)C (bis(pinacolato)diboron), C(C)(=O)[O-].[K+] (potassium acetate). The reagents and catalysts are C=1C=CC(=CC1)[P](C=2C=CC=CC2)(C=3C=CC=CC3)[Pd]([P](C=4C=CC=CC4)(C=5C=CC=CC5)C=6C=CC=CC6)([P](C=7C=CC=CC7)(C=8C=CC=CC8)C=9C=CC=CC9)[P](C=1C=CC=CC1)(C=1C=CC=CC1)C=1C=CC=CC1 (Tetrakis(triphenylphosphine)palladium(0)), C1=CC=C(C=C1)P([C-]2C=CC=C2)C3=CC=CC=C3.C1=CC=C(C=C1)P([C-]2C=CC=C2)C3=CC=CC=C3.Cl[Pd]Cl.[Fe+2] (PdCl2(dppf)). The solvent is CS(=O)C (DMSO), O (water), O1CCOCC1 (dioxane). Conditions: temperature 90 celsius, time 14 hour. Product: COC(=O)N[C@H](C(=O)N1[C@@H](CCC1)C=1NC(=CN1)C=1C=CC=2C(=CC=C3C4=C(COC23)C=C(C=C4)C4=CN=C(N4)[C@H]4N(CCC4)C(=O)OC(C)(C)C)C1)C(C)C ((S)-tert-butyl 2-(5-(2-(2-((S)-1-((S)-2-(methoxycarbonylamino)-3-methylbutanoyl)pyrrolidin-2-yl)-1H-imidazol-5-yl)-6H-dibenzo[c,h]-chromen-8-yl)-1H-imidazol-2-yl)pyrrolidine-1-carboxylate). The yield is 24.8%. Reaction SMILES: Br[C:2]1[CH:3]=[CH:4][C:5]2[C:14]3[C:9](=[C:10]4[CH:18]=[CH:17][C:16]([C:19]5[NH:23][C:22]([C@@H:24]6[CH2:28][CH2:27][CH2:26][N:25]6[C:29](=[O:39])[C@@H:30]([NH:34][C:35](=[O:38])[O:36][CH3:37])[CH:31]([CH3:33])[CH3:32])=[N:21][CH:20]=5)=[CH:15][C:11]4=[CH:12][CH:13]=3)[O:8][CH2:7][C:6]=2[CH:40]=1.B1(B2OC(C)(C)C(C)(C)O2)OC(C)(C)C(C)(C)O1.C([O-])(=O)C.[K+].Br[C:65]1[NH:69][C:68]([C@@H:70]2[CH2:74][CH2:73][CH2:72][N:71]2[C:75]([O:77][C:78]([CH3:81])([CH3:80])[CH3:79])=[O:76])=[N:67][CH:66]=1.C(=O)([O-])[O-].[K+].[K+]>O1CCOCC1.C1C=CC(P(C2C=CC=CC=2)[C-]2C=CC=C2)=CC=1.C1C=CC(P(C2C=CC=CC=2)[C-]2C=CC=C2)=CC=1.Cl[Pd]Cl.[Fe+2].C1C=CC([P]([Pd]([P](C2C=CC=CC=2)(C2C=CC=CC=2)C2C=CC=CC=2)([P](C2C=CC=CC=2)(C2C=CC=CC=2)C2C=CC=CC=2)[P](C2C=CC=CC=2)(C2C=CC=CC=2)C2C=CC=CC=2)(C2C=CC=CC=2)C2C=CC=CC=2)=CC=1.O.CS(C)=O>[CH3:37][O:36][C:35]([NH:34][C@@H:30]([CH:31]([CH3:32])[CH3:33])[C:29]([N:25]1[CH2:26][CH2:27][CH2:28][C@H:24]1[C:22]1[NH:23][C:19]([C:16]2[CH:17]=[CH:18][C:10]3[C:11]([CH:15]=2)=[CH:12][CH:13]=[C:14]2[C:9]=3[O:8][CH2:7][C:6]3[CH:40]=[C:2]([C:65]4[NH:69][C:68]([C@@H:70]5[CH2:74][CH2:73][CH2:72][N:71]5[C:75]([O:77][C:78]([CH3:81])([CH3:80])[CH3:79])=[O:76])=[N:67][CH:66]=4)[CH:3]=[CH:4][C:5]2=3)=[CH:20][N:21]=1)=[O:39])=[O:38] |f:2.3,5.6.7,9.10.11.12,^1:137,139,158,177|. Reported procedure: A mixture of methyl (S)-1-((S)-2-(5-(8-bromo-6H-dibenzo[c,h]chromen-2-yl)-1H-imidazol-2-yl)pyrrolidin-1-yl)-3-methyl-1-oxobutan-2-ylcarbamate (466 mg, 0.77 mmol), bis(pinacolato)diboron (235 mg, 0.93 mmol) and potassium acetate (227 mg, 2.3 mmol) in dioxane (4 mL) was degassed with a stream of argon for fifteen minutes. To this mixture was added PdCl2(dppf) (56 mg, 0.08 mmol) and the reaction was heated to 90° C. After 14 hours, the mixture was cooled to room temperature. To the reaction was add...